This data is from the Open Reaction Database (ORD), a public repository of structured organic reaction records. The task is: describe an organic reaction: reactants, conditions, products, and yield Starting materials: FC=1C=C2C=CC=NC2=CC1 (6-fluoroquinoline), [N+](=O)(O)[O-] (HNO3), ice H2O. As a reaction SMILES: [F:1][C:2]1[CH:3]=[C:4]2[C:9](=[CH:10][CH:11]=1)[N:8]=[CH:7][CH:6]=[CH:5]2.[N+:12]([O-])([OH:14])=[O:13]>>[F:1][C:2]1[CH:3]=[C:4]2[C:9](=[C:10]([N+:12]([O-:14])=[O:13])[CH:11]=1)[N:8]=[CH:7][CH:6]=[CH:5]2. Product: FC=1C=C2C=CC=NC2=C(C1)[N+](=O)[O-] (6-fluoro-8-nitroquinoline). Procedure details: A mixture of 6-fluoroquinoline (2 g, 13.6 mmol) and fuming HNO3 (15 mL) in a round bottom flask equipped with a cooling condenser was refluxed for 100 hours, the resulting mixture was cooled to r.t., poured slowly into crushed ice/H2O, and then the mixture was extracted with DCM (200 mL×3). The combined organic layers were dried over Na2SO4, and concentrated. The residue was passed through a short pad of silica gel to give 1.6 g of title compound. 1H NMR (CHLOROFORM-d) δ: 9.08 (dd, J=4.1, 1.5 Hz... Reactants: CCCCP(CCCC)CCCC, C1CCOC1, O=C(N=NC(=O)N1CCCCC1)N1CCCCC1, O=C1NC(=O)c2ccccc21, Cn1c(-c2cncc(CO)c2)c(C#N)c2ccccc21. Product: Cn1c(-c2cncc(CN3C(=O)c4ccccc4C3=O)c2)c(C#N)c2ccccc21. RXN SMILES: [CH2:50]([P:51]([CH2:52][CH2:53][CH2:54][CH3:55])[CH2:56][CH2:57][CH2:58][CH3:59])[CH2:60][CH2:61][CH3:62].[CH2:63]1[O:64][CH2:65][CH2:66][CH2:67]1.[N:32]([C:33]([N:34]1[CH2:35][CH2:36][CH2:37][CH2:38][CH2:39]1)=[O:40])=[N:41][C:42]([N:43]1[CH2:44][CH2:45][CH2:46][CH2:47][CH2:48]1)=[O:49].[O:21]=[C:22]1[NH:23][C:24](=[O:25])[c:26]2[cH:27][cH:28][cH:29][cH:30][c:31]21.[OH:1][CH2:2][c:3]1[cH:4][c:5](-[c:9]2[n:10]([CH3:20])[c:11]3[cH:12][cH:13][cH:14][cH:15][c:16]3[c:17]2[C:18]#[N:19])[cH:6][n:7][cH:8]1>>[CH2:2]([c:3]1[cH:4][c:5](-[c:9]2[n:10]([CH3:20])[c:11]3[cH:12][cH:13][cH:14][cH:15][c:16]3[c:17]2[C:18]#[N:19])[cH:6][n:7][cH:8]1)[N:23]1[C:22](=[O:21])[c:31]2[c:26]([cH:27][cH:28][cH:29][cH:30]2)[C:24]1=[O:25]. The reactants are C1(CCC2=CC=CC=C12)C1=CC=C(C=C1)O (4-indan-1-yl-phenol), C(Cl)C1CO1 (epichlorohydrin). Yields the product C1(CCC2=CC=CC=C12)C1=CC=C(OCC2OC2)C=C1 (2-(4-Indan-1-yl-phenoxymethyl)-oxirane). Reaction SMILES: [CH:1]1([C:10]2[CH:15]=[CH:14][C:13]([OH:16])=[CH:12][CH:11]=2)[C:9]2[C:4](=[CH:5][CH:6]=[CH:7][CH:8]=2)[CH2:3][CH2:2]1.[CH2:17]([CH:19]1[O:21][CH2:20]1)Cl>>[CH:1]1([C:10]2[CH:11]=[CH:12][C:13]([O:16][CH2:17][CH:19]3[CH2:20][O:21]3)=[CH:14][CH:15]=2)[C:9]2[C:4](=[CH:5][CH:6]=[CH:7][CH:8]=2)[CH2:3][CH2:2]1. Reported procedure: The title compound was prepared from 4-indan-1-yl-phenol and epichlorohydrin employing the procedures as set forth in Step 1 of Example 2. Reactants: [Br-].COC(=O)C1=C(OC(=C1)C1=CC=C(C=C1)C(F)(F)F)C[P+](C1=CC=CC=C1)(C1=CC=CC=C1)C1=CC=CC=C1 (({3-(Methoxycarbonyl)-5-[4-(trifluoromethyl)phenyl]-2-furyl}methyl)(triphenyl)phosphonium bromide), CC(C)=O (propanone). Yields the product C(C(C)C)C=1OC(=CC1CO)C1=CC=C(C=C1)C(F)(F)F ({2-isobutyl-5-[4-(trifluoromethyl)phenyl]-3-furyl}methanol). RXN SMILES: [Br-].C[O:3][C:4]([C:6]1[CH:10]=[C:9]([C:11]2[CH:16]=[CH:15][C:14]([C:17]([F:20])([F:19])[F:18])=[CH:13][CH:12]=2)[O:8][C:7]=1[CH2:21][P+](C1C=CC=CC=1)(C1C=CC=CC=1)C1C=CC=CC=1)=O.[CH3:41][C:42](=O)[CH3:43]>>[CH2:21]([C:7]1[O:8][C:9]([C:11]2[CH:16]=[CH:15][C:14]([C:17]([F:18])([F:19])[F:20])=[CH:13][CH:12]=2)=[CH:10][C:6]=1[CH2:4][OH:3])[CH:42]([CH3:43])[CH3:41] |f:0.1|. Procedure details: Prepared from intermediate 62 and propanone Reactants: I.CSC=1NCC(N1)C1=C(C=CC=C1Cl)Cl (2-methylmercapto-4-(2',6'-dichloro-phenyl)-2-imidazoline hydroiodide), C(O)CN (ethanolamine), CCOCC (ether). The solvent is C(C)O (ethanol). Conditions: temperature 130 celsius. The product is I.OCCNC=1NCC(N1)C1=C(C=CC=C1Cl)Cl (2-[(β-Hydroxy-ethyl)-amino]-4-(2',6'-dichloro-phenyl)-2-imidazoline hydroiodide). RXN SMILES: [IH:1].CS[C:4]1[NH:5][CH2:6][CH:7]([C:9]2[C:14]([Cl:15])=[CH:13][CH:12]=[CH:11][C:10]=2[Cl:16])[N:8]=1.[CH2:17]([CH2:19][NH2:20])[OH:18].CCOCC>C(O)C>[IH:1].[OH:18][CH2:17][CH2:19][NH:20][C:4]1[NH:5][CH2:6][CH:7]([C:9]2[C:14]([Cl:15])=[CH:13][CH:12]=[CH:11][C:10]=2[Cl:16])[N:8]=1 |f:0.1,5.6|. Reported procedure: 5.0 gm (0.0129 mol) of 2-methylmercapto-4-(2',6'-dichloro-phenyl)-2-imidazoline hydroiodide and 7.9 gm (0.13 mol) of ethanolamine were dissolved in 30 ml of ethanol, and the solution was heated in an autoclave for 3 hours at 130° C. Thereafter, the reaction solution was cooled and then admixed with ether, and the crystals precipitated thereby were collected, washed with acetone and recrystallized from ethanol/ether, yielding 1.5 gm (29% of theory) of the pure compound of the formula ##STR14##